The task is: describe an organic reaction: reactants, conditions, products, and yield. This data is from the Open Reaction Database (ORD), a public repository of structured organic reaction records. The reactants are COC(C1=CN=CC(=C1)C=1C=C2C(CC3(CCN(CC3)C(=O)C3=CC(=C4C=CN=C(C4=C3)C3CC3)OC)OC2=CC1)=O)=O (5-{1′-[(1-Cyclopropyl-5-methoxy-isoquinolin-7-yl)carbonyl]-4-oxospiro[chroman-2,4′-piperidin]-6-yl}nicotinic acid methyl ester), Cl (HCl), [OH-].[Na+] (NaOH). Solvent: CO (MeOH), C1CCOC1 (THF). Reaction conditions: time 5 hour. Product: [Na+].C1(CC1)C1=NC=CC2=C(C=C(C=C12)C(=O)N1CCC2(CC1)OC1=CC=C(C=C1C(C2)=O)C=2C=NC=C(C(=O)[O-])C2)OC (5-{1′-[(1-Cyclopropyl-5-methoxyisoquinolin-7-yl)carbonyl]-4-oxospiro[chroman-2,4′-piperidin]-6-yl}nicotinic Acid Sodium Salt). As a reaction SMILES: C[O:2][C:3](=[O:43])[C:4]1[CH:9]=[C:8]([C:10]2[CH:11]=[C:12]3[C:39](=[CH:40][CH:41]=2)[O:38][C:15]2([CH2:20][CH2:19][N:18]([C:21]([C:23]4[CH:32]=[C:31]5[C:26]([CH:27]=[CH:28][N:29]=[C:30]5[CH:33]5[CH2:35][CH2:34]5)=[C:25]([O:36][CH3:37])[CH:24]=4)=[O:22])[CH2:17][CH2:16]2)[CH2:14][C:13]3=[O:42])[CH:7]=[N:6][CH:5]=1.[OH-].[Na+:45].Cl>CO.C1COCC1>[Na+:45].[CH:33]1([C:30]2[C:31]3[C:26](=[C:25]([O:36][CH3:37])[CH:24]=[C:23]([C:21]([N:18]4[CH2:17][CH2:16][C:15]5([CH2:14][C:13](=[O:42])[C:12]6[C:39](=[CH:40][CH:41]=[C:10]([C:8]7[CH:7]=[N:6][CH:5]=[C:4]([CH:9]=7)[C:3]([O-:43])=[O:2])[CH:11]=6)[O:38]5)[CH2:20][CH2:19]4)=[O:22])[CH:32]=3)[CH:27]=[CH:28][N:29]=2)[CH2:35][CH2:34]1 |f:1.2,6.7|. Reported procedure: 5-{1′-[(1-Cyclopropyl-5-methoxy-isoquinolin-7-yl)carbonyl]-4-oxospiro[chroman-2,4′-piperidin]-6-yl}nicotinic acid methyl ester (1.80 g, 3.11 mmol) was suspended in MeOH (18 mL) and THF (9 mL), and 1N NaOH (9.34 mL) was added thereto. After stirred at room temperature for 5 h, 1N HCl aq. (6.23 mL) was added to the reaction mixture and the solvents was removed in vacuo. The residue was purified by ODS column chromatography (H2O/MeOH=100/0 to 60/40) to obtain the intended compound as a colorless so... Reactants: CN(CCC1=CC(=C(C=C1)OC)OC)CC(C#N)C (3-[N-methyl-N-(2-(3,4-dimethoxyphenyl)ethyl)amino]-2-methylpropionitrile), Cl (hydrochloric acid). Reagents/catalysts: [Pt]=O (platinum oxide). Run in C(C)O (ethanol). Product: CN(CC(CN)C)CCC1=CC(=C(C=C1)OC)OC (N-Methyl-N-[2-(3,4-dimethoxyphenyl)ethyl]-2-methyl-1,3-propanediamine). Yield: 92.9%. Reaction SMILES: [CH3:1][N:2]([CH2:15][CH:16]([CH3:19])[C:17]#[N:18])[CH2:3][CH2:4][C:5]1[CH:10]=[CH:9][C:8]([O:11][CH3:12])=[C:7]([O:13][CH3:14])[CH:6]=1.Cl>C(O)C.[Pt]=O>[CH3:1][N:2]([CH2:3][CH2:4][C:5]1[CH:10]=[CH:9][C:8]([O:11][CH3:12])=[C:7]([O:13][CH3:14])[CH:6]=1)[CH2:15][CH:16]([CH3:19])[CH2:17][NH2:18]. Procedure: 2.1 g of the above nitrile and 0.2 ml of concentrated hydrochloric acid were dissolved in 30 ml of ethanol, followed by the addition of 0.2 g of platinum oxide to carry out hydrogenation under a hydrogen pressure of 2.1 kg/cm2. The reaction mixture was filtered to remove the catalyst. The filtrate was distilled under a reduced pressure to remove the ethanol. The residue was made alkaline with a dilute solution of caustic soda. The aqueous layer was extracted with dichloromethane. The extract was... The reactants are C#CCOc1ccc(CCN(OC(=O)c2ccccc2)C(=O)Cc2ccc(Cl)cc2)cc1OC, CO, [NH4+], [OH-]. Yields the product C#CCOc1ccc(CCN(O)C(=O)Cc2ccc(Cl)cc2)cc1OC. RXN SMILES: [C:1](=[O:2])([c:3]1[cH:4][cH:5][cH:6][cH:7][cH:8]1)[O:9][N:10]([C:11]([CH2:12][c:13]1[cH:14][cH:15][c:16]([Cl:19])[cH:17][cH:18]1)=[O:20])[CH2:21][CH2:22][c:23]1[cH:24][c:25]([O:33][CH3:34])[c:26]([O:29][CH2:30][C:31]#[CH:32])[cH:27][cH:28]1.[CH3:37][OH:38].[NH4+:36].[OH-:35]>>[OH:9][N:10]([C:11]([CH2:12][c:13]1[cH:14][cH:15][c:16]([Cl:19])[cH:17][cH:18]1)=[O:20])[CH2:21][CH2:22][c:23]1[cH:24][c:25]([O:33][CH3:34])[c:26]([O:29][CH2:30][C:31]#[CH:32])[cH:27][cH:28]1. Reaction SMILES: [CH3:26][O:27][S:28]([O:29][CH3:30])(=[O:31])=[O:32].[CH3:33][N:34]([CH3:35])[CH:36]=[O:37].[Cl:1][c:2]1[c:3]([C:4](=[O:5])[O:6][CH:7]([CH3:8])[CH3:9])[cH:10][c:11](-[n:15]2[c:16](=[O:25])[nH:17][c:18]([CH3:24])[c:19]([C:22]#[N:23])[c:20]2=[O:21])[c:12]([F:14])[cH:13]1>>[Cl:1][c:2]1[c:3]([C:4](=[O:5])[O:6][CH:7]([CH3:8])[CH3:9])[cH:10][c:11](-[n:15]2[c:16](=[O:25])[n:17]([CH3:26])[c:18]([CH3:24])[c:19]([C:22]#[N:23])[c:20]2=[O:21])[c:12]([F:14])[cH:13]1. The reactants are COS(=O)(=O)OC, CN(C)C=O, Cc1[nH]c(=O)n(-c2cc(C(=O)OC(C)C)c(Cl)cc2F)c(=O)c1C#N. The product is Cc1c(C#N)c(=O)n(-c2cc(C(=O)OC(C)C)c(Cl)cc2F)c(=O)n1C. The reactants are CCO, [Ca+2], [Cl-], [Cl-], CC(C)(C)OC(=O)N1CCc2[nH]c3ccc([N+](=O)[O-])cc3c2CC1, [Zn]. The product is CC(C)(C)OC(=O)N1CCc2[nH]c3ccc(N)cc3c2CC1. Reaction SMILES: [CH3:28][CH2:29][OH:30].[Ca+2:27].[Cl-:25].[Cl-:26].[N+:1]([O-:2])(=[O:3])[c:4]1[cH:5][c:6]2[c:7]3[c:8]([nH:9][c:10]2[cH:11][cH:12]1)[CH2:13][CH2:14][N:15]([C:18](=[O:19])[O:20][C:21]([CH3:22])([CH3:23])[CH3:24])[CH2:16][CH2:17]3.[Zn:31]>>[NH2:1][c:4]1[cH:5][c:6]2[c:7]3[c:8]([nH:9][c:10]2[cH:11][cH:12]1)[CH2:13][CH2:14][N:15]([C:18](=[O:19])[O:20][C:21]([CH3:22])([CH3:23])[CH3:24])[CH2:16][CH2:17]3.